Dataset: the Open Reaction Database (ORD), a public repository of structured organic reaction records. Task: describe an organic reaction: reactants, conditions, products, and yield The reactants are COC(=O)c1ccc(CC(C)=O)c(OC)c1, CCCCCC, NCC(O)c1cccc(C(F)(F)F)c1. Product: COC(=O)c1ccc(CC(C)NCC(O)c2cccc(C(F)(F)F)c2)c(OC)c1. RXN SMILES: [C:1](=[O:2])([O:3][CH3:4])[c:5]1[cH:6][c:7]([O:15][CH3:16])[c:8]([CH2:11][C:12]([CH3:13])=[O:14])[cH:9][cH:10]1.[CH3:31][CH2:32][CH2:33][CH2:34][CH2:35][CH3:36].[OH:17][CH:18]([CH2:19][NH2:20])[c:21]1[cH:22][c:23]([C:27]([F:28])([F:29])[F:30])[cH:24][cH:25][cH:26]1>>[C:1](=[O:2])([O:3][CH3:4])[c:5]1[cH:6][c:7]([O:15][CH3:16])[c:8]([CH2:11][CH:12]([CH3:13])[NH:20][CH2:19][CH:18]([OH:17])[c:21]2[cH:22][c:23]([C:27]([F:28])([F:29])[F:30])[cH:24][cH:25][cH:26]2)[cH:9][cH:10]1.